From a dataset of the Open Reaction Database (ORD), a public repository of structured organic reaction records. describe an organic reaction: reactants, conditions, products, and yield Starting materials: O=C(Nc1nccc2cc(Br)ccc12)c1ccccc1, [Li]CCCC, CN(C)C=O, C1CCOC1. Yields the product O=Cc1ccc2c(NC(=O)c3ccccc3)nccc2c1. As a reaction SMILES: [Br:6][c:7]1[cH:8][c:9]2[cH:10][cH:11][n:12][c:13]([NH:17][C:18]([c:19]3[cH:20][cH:21][cH:22][cH:23][cH:24]3)=[O:25])[c:14]2[cH:15][cH:16]1.[CH3:1][CH2:2][CH2:3][CH2:4][Li:5].[CH3:26][N:27]([CH:28]=[O:29])[CH3:30].[O:31]1[CH2:32][CH2:33][CH2:34][CH2:35]1>>[c:7]1([CH:28]=[O:29])[cH:8][c:9]2[cH:10][cH:11][n:12][c:13]([NH:17][C:18]([c:19]3[cH:20][cH:21][cH:22][cH:23][cH:24]3)=[O:25])[c:14]2[cH:15][cH:16]1. Reactants: C, CCCCCc1ccc(C=CC2CCC(C#N)CC2)cc1, Cc1ccccc1, [H][H], [Pd]. Yields the product CCCCCc1ccc(CCC2CCC(C#N)CC2)cc1. RXN SMILES: [C:31].[CH2:1]([CH2:2][CH2:3][CH2:4][CH3:5])[c:6]1[cH:7][cH:8][c:9]([CH:12]=[CH:13][CH:14]2[CH2:15][CH2:16][CH:17]([C:20]#[N:21])[CH2:18][CH2:19]2)[cH:10][cH:11]1.[CH3:24][c:25]1[cH:26][cH:27][cH:28][cH:29][cH:30]1.[H:22][H:23].[Pd:32]>>[CH2:1]([CH2:2][CH2:3][CH2:4][CH3:5])[c:6]1[cH:7][cH:8][c:9]([CH2:12][CH2:13][CH:14]2[CH2:15][CH2:16][CH:17]([C:20]#[N:21])[CH2:18][CH2:19]2)[cH:10][cH:11]1. Starting materials: CCOC(=O)Nc1nc2ncc(C)nc2s1, Cl, [Na+], [OH-]. Yields the product Cc1cnc2nc(N)sc2n1. As a reaction SMILES: [CH3:1][c:2]1[cH:3][n:4][c:5]2[c:6]([n:7]1)[s:8][c:9]([NH:11][C:12](=[O:13])[O:14][CH2:15][CH3:16])[n:10]2.[ClH:19].[Na+:18].[OH-:17]>>[CH3:1][c:2]1[cH:3][n:4][c:5]2[c:6]([n:7]1)[s:8][c:9]([NH2:11])[n:10]2. The reactants are Cl (hydrochloride), COC1=CC=C(C=C1)[C@@H]1SC2=C(NC([C@@H]1OC(C)=O)=O)C=CC(=C2)Cl ((±)-cis-2-(4-methoxyphenyl)-3-acetoxy-8-chloro-2,3-dihydro-1,5-benzothiazepin-4(5H)-one), Cl.CN(CC)CCCl (2-(N-methyl-N-ethylamino)ethyl chloride hydrochloride), C([O-])([O-])=O.[K+].[K+] (potassium carbonate). Solvent: CC(=O)C (acetone). The product is Cl.COC1=CC=C(C=C1)[C@@H]1SC2=C(N(C([C@@H]1OC(C)=O)=O)CCN(CC)C)C=CC(=C2)Cl ((±)-cis-2-(4-methoxyphenyl)-3-acetoxy-5-[2-(N-methyl-N-ethylamino)ethyl]-8-chloro-2,3-dihydro-1,5-benzothiazepin-4(5H)-one hydrochloride). Isolated yield 155.8%. RXN SMILES: [CH3:1][O:2][C:3]1[CH:8]=[CH:7][C:6]([C@H:9]2[C@@H:15]([O:16][C:17](=[O:19])[CH3:18])[C:14](=[O:20])[NH:13][C:12]3[CH:21]=[CH:22][C:23]([Cl:25])=[CH:24][C:11]=3[S:10]2)=[CH:5][CH:4]=1.Cl.[CH3:27][N:28]([CH2:31][CH2:32]Cl)[CH2:29][CH3:30].C(=O)([O-])[O-].[K+].[K+].Cl>CC(C)=O>[ClH:25].[CH3:1][O:2][C:3]1[CH:4]=[CH:5][C:6]([C@H:9]2[C@@H:15]([O:16][C:17](=[O:19])[CH3:18])[C:14](=[O:20])[N:13]([CH2:30][CH2:29][N:28]([CH3:27])[CH2:31][CH3:32])[C:12]3[CH:21]=[CH:22][C:23]([Cl:25])=[CH:24][C:11]=3[S:10]2)=[CH:7][CH:8]=1 |f:1.2,3.4.5,8.9|. Reported procedure: A mixture of 1 g of (±)-cis-2-(4-methoxyphenyl)-3-acetoxy-8-chloro-2,3-dihydro-1,5-benzothiazepin-4(5H)-one, 0.5 g of 2-(N-methyl-N-ethylamino)ethyl chloride hydrochloride, 0.95 g of potassium carbonate and 20 ml of acetone is treated in the same manner as described in Example 1. The product thus obtained is converted into its hydrochloride and recrystallized from a mixture of chloroform, ethanol and ether. 1.03 g of (±)-cis-2-(4-methoxyphenyl)-3-acetoxy-5-[2-(N-methyl-N-ethylamino)ethyl]-8-chlo...